From a dataset of the Open Reaction Database (ORD), a public repository of structured organic reaction records. describe an organic reaction: reactants, conditions, products, and yield Starting materials: CC(C)(C)c1cc(N=C=O)n(-c2ccccc2)n1, C1CCOC1, CCCCCC, ClCCl, Nc1ccc(Oc2ccnc3nc(N4CCOCC4)cnc23)cc1F. Product: CC(C)(C)c1cc(NC(=O)Nc2ccc(Oc3ccnc4nc(N5CCOCC5)cnc34)cc2F)n(-c2ccccc2)n1. RXN SMILES: [C:26]([CH3:27])([CH3:28])([CH3:29])[c:30]1[n:31][n:32](-[c:38]2[cH:39][cH:40][cH:41][cH:42][cH:43]2)[c:33]([N:35]=[C:36]=[O:37])[cH:34]1.[CH2:50]1[O:51][CH2:52][CH2:53][CH2:54]1.[CH3:44][CH2:45][CH2:46][CH2:47][CH2:48][CH3:49].[Cl:55][CH2:56][Cl:57].[F:1][c:2]1[c:3]([NH2:4])[cH:5][cH:6][c:7]([O:9][c:10]2[cH:11][cH:12][n:13][c:14]3[n:15][c:16]([N:20]4[CH2:21][CH2:22][O:23][CH2:24][CH2:25]4)[cH:17][n:18][c:19]23)[cH:8]1>>[F:1][c:2]1[c:3]([NH:4][C:36]([NH:35][c:33]2[n:32](-[c:38]3[cH:39][cH:40][cH:41][cH:42][cH:43]3)[n:31][c:30]([C:26]([CH3:27])([CH3:28])[CH3:29])[cH:34]2)=[O:37])[cH:5][cH:6][c:7]([O:9][c:10]2[cH:11][cH:12][n:13][c:14]3[n:15][c:16]([N:20]4[CH2:21][CH2:22][O:23][CH2:24][CH2:25]4)[cH:17][n:18][c:19]23)[cH:8]1. The reactants are [Si](C)(C)(C(C)(C)C)OCC=1C=C(C=CC1)C(O)C=1C=NC(=NC1)N1CCOCC1 ([3-({[tert-Butyl(dimethyl)silyl]oxy}methyl)phenyl][2-(morpholin-4-yl)pyrimidin-5-yl]methanol), C(C)[SiH](CC)CC (triethylsilane), C(=O)(C(F)(F)F)O (TFA). Conditions: time 8 hour. Yields the product N1(CCOCC1)C1=NC=C(C=N1)CC=1C=C(C=CC1)CO ((3-{[2-(morpholin-4-yl)pyrimidin-5-yl]methyl}phenyl)methanol). Isolated yield 14.2%. As a reaction SMILES: [Si]([O:8][CH2:9][C:10]1[CH:11]=[C:12]([CH:16]([C:18]2[CH:19]=[N:20][C:21]([N:24]3[CH2:29][CH2:28][O:27][CH2:26][CH2:25]3)=[N:22][CH:23]=2)O)[CH:13]=[CH:14][CH:15]=1)(C(C)(C)C)(C)C.C([SiH](CC)CC)C.C(O)(C(F)(F)F)=O>>[N:24]1([C:21]2[N:20]=[CH:19][C:18]([CH2:16][C:12]3[CH:11]=[C:10]([CH2:9][OH:8])[CH:15]=[CH:14][CH:13]=3)=[CH:23][N:22]=2)[CH2:29][CH2:28][O:27][CH2:26][CH2:25]1. Reported procedure: [3-({[tert-Butyl(dimethyl)silyl]oxy}methyl)phenyl][2-(morpholin-4-yl)pyrimidin-5-yl]methanol (400 mg), triethylsilane (364 mg), and TFA (4 ml) were mixed, followed by stirring at room temperature overnight. The reaction mixture was concentrated under reduced pressure, and EtOAc and water were added to the obtained residue. The organic layer was dried over MgSO4 and concentrated under reduced pressure. The obtained residue was purified by silica gel column chromatography to obtain (3-{[2-(morphol... Starting materials: [OH-].[Na+] (sodium hydroxide), FC(C=1C=C(CN(C2=NC=C(C=N2)N2CCC(CC2)C(=O)OCC)CC2=C(C=CC(=C2)C(F)(F)F)N(CCOC)CC)C=C(C1)C(F)(F)F)(F)F (Ethyl 1-[2-((3,5-bis-trifluoromethyl-benzyl)-{2-[ethyl-(2-methoxy-ethyl)-amino]-5-trifluoromethyl-benzyl}-amino)-pyrimidin-5-yl]-piperidine-4-carboxylate), C(C)(=O)OCC (ethyl acetate). The solvent is C(C)O (ethanol). Conditions: time 8 hour. Yields the product FC(C=1C=C(CN(C2=NC=C(C=N2)N2CCC(CC2)C(=O)O)CC2=C(C=CC(=C2)C(F)(F)F)N(CCOC)CC)C=C(C1)C(F)(F)F)(F)F (1-[2-((3,5-bis-trifluoromethyl-benzyl)-{2-[ethyl-(2-methoxy-ethyl)-amino]-5-trifluoromethyl-benzyl}-amino)-pyrimidin-5-yl]-piperidine-4-carboxylic acid). Yield: 78.6%. Reaction SMILES: [F:1][C:2]([F:51])([F:50])[C:3]1[CH:4]=[C:5]([CH:43]=[C:44]([C:46]([F:49])([F:48])[F:47])[CH:45]=1)[CH2:6][N:7]([CH2:25][C:26]1[CH:31]=[C:30]([C:32]([F:35])([F:34])[F:33])[CH:29]=[CH:28][C:27]=1[N:36]([CH2:41][CH3:42])[CH2:37][CH2:38][O:39][CH3:40])[C:8]1[N:13]=[CH:12][C:11]([N:14]2[CH2:19][CH2:18][CH:17]([C:20]([O:22]CC)=[O:21])[CH2:16][CH2:15]2)=[CH:10][N:9]=1.[OH-].[Na+].C(OCC)(=O)C>C(O)C>[F:51][C:2]([F:1])([F:50])[C:3]1[CH:4]=[C:5]([CH:43]=[C:44]([C:46]([F:49])([F:48])[F:47])[CH:45]=1)[CH2:6][N:7]([CH2:25][C:26]1[CH:31]=[C:30]([C:32]([F:35])([F:34])[F:33])[CH:29]=[CH:28][C:27]=1[N:36]([CH2:41][CH3:42])[CH2:37][CH2:38][O:39][CH3:40])[C:8]1[N:13]=[CH:12][C:11]([N:14]2[CH2:15][CH2:16][CH:17]([C:20]([OH:22])=[O:21])[CH2:18][CH2:19]2)=[CH:10][N:9]=1 |f:1.2|. Procedure: Ethyl 1-[2-((3,5-bis-trifluoromethyl-benzyl)-{2-[ethyl-(2-methoxy-ethyl)-amino]-5-trifluoromethyl-benzyl}-amino)-pyrimidin-5-yl]-piperidine-4-carboxylate (205 mg) is dissolved in ethanol (2 ml) and thereto is added 2N-aqueous sodium hydroxide solution (418 μl) and the mixture is stirred at room temperature overnight. Thereto are added ethyl acetate and a saturated aqueous citric acid solution, and the mixture is separated and the organic layer is washed with a saturated brine, dried over magnesi... Reactants: solution, C(C)[Mg]Br (ethylmagnesium bromide), C1(=CC=CC=C1)SCC#C (3-phenylthio-1-propyne), cuprous cyanide, BrCC#CCC#C (1-bromo-2,5-hexadiyne). Run in CCOCC (ether), O1CCCC1 (tetrahydrofuran), O1CCCC1 (tetrahydrofuran). Run at time 1 hour. Product: C1(=CC=CC=C1)SCC#CCC#CCC#C (9-phenylthio-1,4,7-nonatriyne). Reaction SMILES: C([Mg]Br)C.[C:5]1([S:11][CH2:12][C:13]#[CH:14])[CH:10]=[CH:9][CH:8]=[CH:7][CH:6]=1.Br[CH2:16][C:17]#[C:18][CH2:19][C:20]#[CH:21]>CCOCC.O1CCCC1>[C:5]1([S:11][CH2:12][C:13]#[C:14][CH2:16][C:17]#[C:18][CH2:19][C:20]#[CH:21])[CH:10]=[CH:9][CH:8]=[CH:7][CH:6]=1. Procedure details: 24.64 ml (12.48 g, 0.0936 mol) of a 3.8N solution of ethylmagnesium bromide in ether was added dropwise, under argon to a cold solution of 13.2 g (0.089 mol) of 3-phenylthio-1-propyne (G. Pourcelot et al, vide supra) in 70 ml of anhydrous tetrahydrofuran. The temperature was maintained at 0°-5° C. Thereafter, the reaction mixture was stirred for 1 hour further at room temperature. Then, 440 mg of cuprous cyanide were added and the solution stirred for 20 minutes more. Then a solution of 7 g (0.0... Starting materials: C1=CC(=CC=C1CCC2=CNC3=C2C(=O)NC(=N3)N)C(=O)N[C@H](CCC(=O)[O-])C(=O)[O-].[Na+].[Na+] (Pemetrexed Disodium), IV, C1=CC(=CC=C1CCC2=CNC3=C2C(=O)NC(=N3)N)C(=O)N[C@H](CCC(=O)O)C(=O)O.[Na] (Pemetrexed Monosodium), [OH-].[Na+] (NaOH), [OH-].[Na+] (NaOH). Yields the product C1=CC(=CC=C1CCC2=CNC3=C2C(=O)NC(=N3)N)C(=O)N[C@H](CCC(=O)[O-])C(=O)[O-].[Na+].[Na+] (Pemetrexed Disodium), C1=CC(=CC=C1CCC2=CNC3=C2C(=O)N=C(N3)N)C(=O)N[C@@H](CCC(=O)[O-])C(=O)[O-].O.O.O.O.O.O.O.[Na+].[Na+] (Pemetrexed Disodium Heptahydrate). Reaction SMILES: [CH:1]1[C:6]([CH2:7][CH2:8][C:9]2[C:13]3[C:14]([NH:16][C:17]([NH2:19])=[N:18][C:12]=3[NH:11][CH:10]=2)=[O:15])=[CH:5][CH:4]=[C:3]([C:20]([NH:22][C@@H:23]([C:29]([OH:31])=[O:30])[CH2:24][CH2:25][C:26]([OH:28])=[O:27])=[O:21])[CH:2]=1.[Na].[OH-:33].[Na+:34].[CH:35]1[C:40]([CH2:41][CH2:42][C:43]2[C:47]3[C:48]([NH:50][C:51]([NH2:53])=[N:52][C:46]=3[NH:45][CH:44]=2)=[O:49])=[CH:39][CH:38]=[C:37]([C:54]([NH:56][C@@H:57]([C:63]([O-:65])=[O:64])[CH2:58][CH2:59][C:60]([O-:62])=[O:61])=[O:55])[CH:36]=1.[Na+].[Na+]>>[CH:5]1[C:6]([CH2:7][CH2:8][C:9]2[C:13]3[C:14]([NH:16][C:17]([NH2:19])=[N:18][C:12]=3[NH:11][CH:10]=2)=[O:15])=[CH:1][CH:2]=[C:3]([C:20]([NH:22][C@@H:23]([C:29]([O-:31])=[O:30])[CH2:24][CH2:25][C:26]([O-:28])=[O:27])=[O:21])[CH:4]=1.[Na+:34].[Na+:34].[CH:39]1[C:40]([CH2:41][CH2:42][C:43]2[C:47]3[C:48]([N:50]=[C:51]([NH2:53])[NH:52][C:46]=3[NH:45][CH:44]=2)=[O:49])=[CH:35][CH:36]=[C:37]([C:54]([NH:56][C@H:57]([C:63]([O-:65])=[O:64])[CH2:58][CH2:59][C:60]([O-:62])=[O:61])=[O:55])[CH:38]=1.[OH2:33].[OH2:15].[OH2:15].[OH2:15].[OH2:15].[OH2:15].[OH2:15].[Na+:34].[Na+:34] |f:0.1,2.3,4.5.6,7.8.9,10.11.12.13.14.15.16.17.18.19,^1:31|. Procedure details: Surprisingly we found that the crucial feature of all successful transformations to Pemetrexed Disodium Form IV is the presence of Pemetrexed Monosodium during the transformation. Routes starting from pure Pemetrexed Disodium Heptahydrate, Pemetrexed Disodium 2.5 hydrate or Pemetrexed Disodium Form A in the presence of seeding crystals of Pemetrexed Disodium Form IV were not successful and resulted in isolation of Pemetrexed Disodium Form A. The same transformations, if carried out in the presen...